Dataset: the Open Reaction Database (ORD), a public repository of structured organic reaction records. Task: describe an organic reaction: reactants, conditions, products, and yield Reactants: FC1=CC(=NC=C1)N (4-fluoropyridin-2-amine), C1CC(=O)N(C1=O)Br (NBS). Run in C(C)#N (acetonitrile). Reaction conditions: temperature 0 celsius, time 20 minute. Yields the product BrC=1C(=CC(=NC1)N)F (5-bromo-4-fluoropyridin-2-amine). As a reaction SMILES: [F:1][C:2]1[CH:7]=[CH:6][N:5]=[C:4]([NH2:8])[CH:3]=1.C1C(=O)N([Br:16])C(=O)C1>C(#N)C>[Br:16][C:7]1[C:2]([F:1])=[CH:3][C:4]([NH2:8])=[N:5][CH:6]=1. Procedure: To a solution of 4-fluoropyridin-2-amine (400 mg, 3.57 mmol) in acetonitrile (35. 7 mL) was added NBS (648 mg, 3.64 mmol) in three portions at 0° C. The reaction mixture was stirred at 0° C. for 20 min. LCMS showed the reaction complete. After quenched with sat Na2S2O3 and NaHCO3, stirred for 30 min. The reaction mixture was extracted with EtOAc 3 times. Washed by sat NaHCO3, water and brine. Dried and concentrated. The crude material was triturated with ether and taken to the next step without ... The reactants are N#CCCCBr, Br, C1CCCCC1, NCc1ccccc1, CCOCC, NCc1ccccc1. The product is N#CCCCNCc1ccccc1. Reaction SMILES: [Br:9][CH2:10][CH2:11][CH2:12][C:13]#[N:14].[BrH:21].[CH2:15]1[CH2:16][CH2:17][CH2:18][CH2:19][CH2:20]1.[CH2:22]([NH2:23])[c:24]1[cH:25][cH:26][cH:27][cH:28][cH:29]1.[CH3:30][CH2:31][O:32][CH2:33][CH3:34].[NH2:1][CH2:2][c:3]1[cH:4][cH:5][cH:6][cH:7][cH:8]1>>[NH:1]([CH2:2][c:3]1[cH:4][cH:5][cH:6][cH:7][cH:8]1)[CH2:10][CH2:11][CH2:12][C:13]#[N:14]. Starting materials: C1COCCO1, CCCCC1=NC2(CCCC2)C(=O)N1, N#Cc1ccccc1-c1ccc2c(c1)CCC2Cl, [H-], [Na+]. The product is CCCCC1=NC2(CCCC2)C(=O)N1C1CCc2cc(-c3ccccc3C#N)ccc21. As a reaction SMILES: [CH2:35]1[O:36][CH2:37][CH2:38][O:39][CH2:40]1.[CH2:3]([CH2:4][CH2:5][CH3:6])[C:7]1=[N:8][C:9]2([C:10](=[O:12])[NH:11]1)[CH2:13][CH2:14][CH2:15][CH2:16]2.[Cl:17][CH:18]1[CH2:19][CH2:20][c:21]2[cH:22][c:23](-[c:27]3[c:28]([C:29]#[N:30])[cH:31][cH:32][cH:33][cH:34]3)[cH:24][cH:25][c:26]21.[H-:1].[Na+:2]>>[CH2:3]([CH2:4][CH2:5][CH3:6])[C:7]1=[N:8][C:9]2([C:10](=[O:12])[N:11]1[CH:18]1[CH2:19][CH2:20][c:21]3[cH:22][c:23](-[c:27]4[c:28]([C:29]#[N:30])[cH:31][cH:32][cH:33][cH:34]4)[cH:24][cH:25][c:26]31)[CH2:13][CH2:14][CH2:15][CH2:16]2. The reactants are CC1=C(C(=CC(=C1)OCCCCCCCC)C)[N+](=O)[O-] (2,6-dimethyl-4-(octyloxy)-nitrobenzene). Reagents/catalysts: [Pd] (Pd/C). Procedure details: Under a nitrogen atmosphere in a Parr bottle, 2,6-dimethyl-4-(octyloxy)-nitrobenzene (7.89 mmoles) was dissolved in methanol (100 mL). To this was added 0.5 grams of 10% Pd/C, and shaken under a hydrogen atmosphere (30 PSI) for 18 hours. The catalyst was filtered off over Millipore filter paper, and rinsed with methanol. The filtrate was concentrated to yield 2,6-dimethyl-4-(octyloxy)-aniline as a thick oil (1.8 grams; 91%). The product was characterized by NMR (DMSO). The product is CC1=C(N)C(=CC(=C1)OCCCCCCCC)C (2,6-dimethyl-4-(octyloxy)-aniline). The solvent is CO (methanol). RXN SMILES: [CH3:1][C:2]1[CH:7]=[C:6]([O:8][CH2:9][CH2:10][CH2:11][CH2:12][CH2:13][CH2:14][CH2:15][CH3:16])[CH:5]=[C:4]([CH3:17])[C:3]=1[N+:18]([O-])=O>CO.[Pd]>[CH3:1][C:2]1[CH:7]=[C:6]([O:8][CH2:9][CH2:10][CH2:11][CH2:12][CH2:13][CH2:14][CH2:15][CH3:16])[CH:5]=[C:4]([CH3:17])[C:3]=1[NH2:18]. Run at time 18 hour. Reactants: N[C@@H](CCC(N)=O)C(=O)O (glutamine), Tms-Cl, C1=CC=CC=2C3=CC=CC=C3C(C12)COC(=O)Cl (9-Fluorenylmethyloxycarbonyl chloride), C(C)(C)N(CC)C(C)C (diisopropylethylamine). Yields the product N([C@@H](CCC(N)=O)C(=O)O)C(=O)OCC1C2=CC=CC=C2C2=CC=CC=C12 (Fmoc-Gln). RXN SMILES: [NH2:1][C@H:2]([C:8]([OH:10])=[O:9])[CH2:3][CH2:4][C:5](=[O:7])[NH2:6].[CH:11]1[C:23]2[CH:22]([CH2:24][O:25][C:26](Cl)=[O:27])[C:21]3[C:16](=[CH:17][CH:18]=[CH:19][CH:20]=3)[C:15]=2[CH:14]=[CH:13][CH:12]=1.C(N(C(C)C)CC)(C)C>>[NH:1]([C:26]([O:25][CH2:24][CH:22]1[C:21]2[C:16](=[CH:17][CH:18]=[CH:19][CH:20]=2)[C:15]2[C:23]1=[CH:11][CH:12]=[CH:13][CH:14]=2)=[O:27])[C@H:2]([C:8]([OH:10])=[O:9])[CH2:3][CH2:4][C:5](=[O:7])[NH2:6]. Procedure: 5.48 g (37.5 mmoles) of finely ground glutamine (Chemical Dynamics Corp.) was placed in a 250 mL round bottom flask (oven dried) which was fitted with a heating mantle and condenser (oven dried). A nitrogen gas line was attached at the top of the condenser. The solid was suspended in 87.5 mL of dry N,N-dimethyl-acetamide and stirred vigorously. 19.04 mL (150 mmoles) of Tms-Cl was injected in one portion. The mixture was warmed slightly for 1 hour and cooled in an ice bath. 9-Fluorenylmethyloxyca...